From a dataset of the Open Reaction Database (ORD), a public repository of structured organic reaction records. describe an organic reaction: reactants, conditions, products, and yield Reactants: [Al](OC(C)C)(OC(C)C)OC(C)C (Al(O-i-Pr)3), CC(C=O)=CCC1C(C(=CC1)C)(C)C (2-methyl-4-(2,2,3-trimethyl-3-cyclopenten-1-yl)-2-buten-1-al), ClC(C(=O)O)(Cl)Cl (trichloroacetic acid), C(C)(C)O (isopropyl alcohol). Solvent: C1(=CC=CC=C1)C (toluene), CC(=O)C (acetone). Run at time 6 hour. The product is CC(CO)=CCC1C(C(=CC1)C)(C)C (2-methyl-4-(2,2,3-trimethyl-3-cyclopenten-1-yl)-2-buten-1-ol), aldehyde. Isolated yield 81.0%. As a reaction SMILES: [Al](OC(C)C)(OC(C)C)OC(C)C.[CH3:14][C:15](=[CH:18][CH2:19][CH:20]1[CH2:24][CH:23]=[C:22]([CH3:25])[C:21]1([CH3:27])[CH3:26])[CH:16]=[O:17].ClC(Cl)(Cl)C(O)=O.C(O)(C)C>CC(C)=O.C1(C)C=CC=CC=1>[CH3:14][C:15](=[CH:18][CH2:19][CH:20]1[CH2:24][CH:23]=[C:22]([CH3:25])[C:21]1([CH3:27])[CH3:26])[CH2:16][OH:17]. Procedure: 3.07 g (15 mmol) of Al(O-i-Pr)3 and 30 ml of toluene were fed into a 100 ml four-necked round bottom flask under atmosphere of nitrogen, and stirred at room temperature, and then 28.8 g (150 mmol) of 2-methyl-4-(2,2,3-trimethyl-3-cyclopenten-1-yl)-2-buten-1-al, then 0.25 g (1.5 mmol) of trichloroacetic acid, and further 18.0 g (300 mmol) of isopropyl alcohol were added while stirring at room temperature. Reaction was conducted while fraction containing acetone generated at the solution temperatu...